The task is: describe an organic reaction: reactants, conditions, products, and yield. This data is from the Open Reaction Database (ORD), a public repository of structured organic reaction records. Starting materials: FC1=CC=C(C=C1)C(CCCCN1CCC(CC1)C=1C=C(C=CC1)NC(C(C)C)=O)=O (N-(3-{1-[5-(4-fluorophenyl)-5-oxopentyl]-4-piperidinyl}phenyl)-2-methylpropanamide), Cl.COC1=CC=C(C=C1)NN (4-methoxyphenylhydrazine hydrochloride). Yields the product FC1=CC=C(C=C1)C=1NC2=CC=C(C=C2C1CCCN1CCC(CC1)C=1C=C(C=CC1)NC(C(C)C)=O)OC (N-[3-(1-{3-[2-(4-FLUOROPHENYL)-5-METHOXY-1H-INDOL-3-YL]PROPYL}-4-PIPERIDINYL)PHENYL]-2-METHYLPROPANAMIDE). RXN SMILES: [F:1][C:2]1[CH:7]=[CH:6][C:5]([C:8](=O)[CH2:9][CH2:10][CH2:11][CH2:12][N:13]2[CH2:18][CH2:17][CH:16]([C:19]3[CH:20]=[C:21]([NH:25][C:26](=[O:30])[CH:27]([CH3:29])[CH3:28])[CH:22]=[CH:23][CH:24]=3)[CH2:15][CH2:14]2)=[CH:4][CH:3]=1.Cl.[CH3:33][O:34][C:35]1[CH:40]=[CH:39][C:38]([NH:41]N)=[CH:37][CH:36]=1>>[F:1][C:2]1[CH:3]=[CH:4][C:5]([C:8]2[NH:41][C:38]3[C:39]([C:9]=2[CH2:10][CH2:11][CH2:12][N:13]2[CH2:18][CH2:17][CH:16]([C:19]4[CH:20]=[C:21]([NH:25][C:26](=[O:30])[CH:27]([CH3:28])[CH3:29])[CH:22]=[CH:23][CH:24]=4)[CH2:15][CH2:14]2)=[CH:40][C:35]([O:34][CH3:33])=[CH:36][CH:37]=3)=[CH:6][CH:7]=1 |f:1.2|. Reported procedure: Prepared by Procedure E and Scheme M using N-(3-{1-[5-(4-fluorophenyl)-5-oxopentyl]-4-piperidinyl}phenyl)-2-methylpropanamide and 4-methoxyphenylhydrazine hydrochloride: ESMS m/e: 528.2 (M+H)+.